describe an organic reaction: reactants, conditions, products, and yield From a dataset of the Open Reaction Database (ORD), a public repository of structured organic reaction records. The reactants are CC1(OC2=C(C3=C1SCC3)C(=CC(=C2)C(C)CCCCCCCCCCCCCCCCCC)O)C (1,2-dihydro-4,4-dimethyl-7-(2-eicosyl)-9-hydroxy-4H-thieno[2,3-c] [1]benzopyran), C(C)(=O)O.S1CCN(CC1)CCCC(=O)O (γ-thiomorpholinobutyric acid, acetate salt), C1(CCCCC1)N=C=NC1CCCCC1 (dicyclohexylcarbodiimide). Product: CC1(OC2=C(C3=C1SCC3)C(=CC(=C2)C(C)CCCCCCCCCCCCCCCCCC)OC(CCCN2CCSCC2)=O)C (1,2-Dihydro-4,4-dimethyl-7-(2-eicosyl)-9-[4-(thiomorpholino) butyryloxy]-4H-thieno[2,3-c] [1]benzopyran). RXN SMILES: [CH3:1][C:2]1([CH3:36])[C:7]2[S:8][CH2:9][CH2:10][C:6]=2[C:5]2[C:11]([OH:35])=[CH:12][C:13]([CH:15]([CH2:17][CH2:18][CH2:19][CH2:20][CH2:21][CH2:22][CH2:23][CH2:24][CH2:25][CH2:26][CH2:27][CH2:28][CH2:29][CH2:30][CH2:31][CH2:32][CH2:33][CH3:34])[CH3:16])=[CH:14][C:4]=2[O:3]1.C(O)(=O)C.[S:41]1[CH2:46][CH2:45][N:44]([CH2:47][CH2:48][CH2:49][C:50](O)=[O:51])[CH2:43][CH2:42]1.C1(N=C=NC2CCCCC2)CCCCC1>>[CH3:36][C:2]1([CH3:1])[C:7]2[S:8][CH2:9][CH2:10][C:6]=2[C:5]2[C:11]([O:35][C:50](=[O:51])[CH2:49][CH2:48][CH2:47][N:44]3[CH2:43][CH2:42][S:41][CH2:46][CH2:45]3)=[CH:12][C:13]([CH:15]([CH2:17][CH2:18][CH2:19][CH2:20][CH2:21][CH2:22][CH2:23][CH2:24][CH2:25][CH2:26][CH2:27][CH2:28][CH2:29][CH2:30][CH2:31][CH2:32][CH2:33][CH3:34])[CH3:16])=[CH:14][C:4]=2[O:3]1 |f:1.2|. Procedure: 1,2-Dihydro-7-(2-eicosyl)-9-hydroxy-4-oxo-4H-thieno[2,3-c] [1]benzopyran is reacted with methyl magnesium bromide according to the procedure described hereinabove in Example 8 to give 1,2-dihydro-4,4-dimethyl-7-(2-eicosyl)-9-hydroxy-4H-thieno[2,3-c] [1]benzopyran. The benzopyran is then reacted with γ-thiomorpholinobutyric acid, acetate salt and dicyclohexylcarbodiimide according to the method of Example 10 to yield the desired ester. RXN SMILES: [Br:1][C:2]1[CH:7]=[CH:6][CH:5]=[C:4](Br)[N:3]=1.[CH3:9][S-:10].[Na+]>CN(C=O)C.C(OCC)C>[Br:1][C:2]1[CH:7]=[CH:6][CH:5]=[C:4]([S:10][CH3:9])[N:3]=1 |f:1.2|. Starting materials: BrC1=NC(=CC=C1)Br (2,6-dibromopyridine), C[S-].[Na+] (sodium thiomethoxide). Reported procedure: To a solution of 2,6-dibromopyridine (0.50 g, 2.11 mmol) in DMF (21 mL) was added sodium thiomethoxide (0.16 g, 2.32 mmol) and the solution was allowed to react overnight. The solution was then diluted with ethyl ether, washed with water, dried over magnesium sulfate, filtered and concentrated. The crude residue was purified by silica gel chromatography to yield the title compound. 1H NMR (600 MHz, CDCl3): 7.32 (t, J=7.3 Hz, 1H), 7.15 (dd, J=9.6, 1.2 Hz, 1H), 7.12 (dd, J=9.0, 0.6 Hz, 1H), 2.55 (... Product: BrC1=NC(=CC=C1)SC (2-Bromo-6-(methylthio)pyridine). Solvent: C(C)OCC (ethyl ether), CN(C)C=O (DMF). The reactants are CCO, CC(=O)O, COc1cc([N+](=O)[O-])cnc1-n1cnc(Cl)c1, [Fe], [Na+], [OH-]. Yields the product COc1cc(N)cnc1-n1cnc(Cl)c1. As a reaction SMILES: [CH3:18][CH2:19][OH:20].[CH3:24][C:25](=[O:26])[OH:27].[Cl:1][c:2]1[n:3][cH:4][n:5](-[c:7]2[n:8][cH:9][c:10]([N+:15]([O-:16])=[O:17])[cH:11][c:12]2[O:13][CH3:14])[cH:6]1.[Fe:23].[Na+:22].[OH-:21]>>[Cl:1][c:2]1[n:3][cH:4][n:5](-[c:7]2[n:8][cH:9][c:10]([NH2:15])[cH:11][c:12]2[O:13][CH3:14])[cH:6]1. Reactants: CC=1NC(=C(C1C(=O)OCC)C)C(=O)OCC (2,4-Dimethyl-3,5-dicarbethoxy-pyrrole), I (hydriodic acid), C=O (paraformaldehyde). Solvent: C(C)(=O)O (acetic acid). The product is CC=1NC(=C(C1C)C)C (2,3,4,5-Tetramethyl-pyrrole). As a reaction SMILES: [CH3:1][C:2]1[NH:3][C:4]([C:13](OCC)=O)=[C:5]([CH3:12])[C:6]=1[C:7](OCC)=O.I.C=O>C(O)(=O)C>[CH3:1][C:2]1[NH:3][C:4]([CH3:13])=[C:5]([CH3:12])[C:6]=1[CH3:7]. Procedure details: 2,4-Dimethyl-3,5-dicarbethoxy-pyrrole (2.4 g), acetic acid (35 ml), aq. hydriodic acid (35 ml) and paraformaldehyde (1.2 g) were heated at 100° C. for 4 hours under a stream of nitrogen. The crude product was obtained as in Example 5 then distilled (15 mm, 65° C.) to yield 0.44 g (36%), m.p. 107°-109°. Reactants: C(C)N1N=C(C2=CC=CC=C12)C(=O)O (1-ethyl-1H-indazole-3-carboxylic acid), N[C@@H]1CC[C@@H](N(C1)C(=O)OC(C)(C)C)CC1(CCOCC1)O ((+)-tert-butyl cis-5-amino-2-[(4-hydroxytetrahydro-2H-pyran-4-yl)methyl]piperidine-1-carboxylate). Yields the product C(C)N1N=C(C2=CC=CC=C12)C(=O)N[C@@H]1CC[C@@H](N(C1)C(=O)OC(C)(C)C)CC1(CCOCC1)O ((+)-tert-Butyl cis-5-{[(1-ethyl-1H-indazol-3-yl)carbonyl]-amino}-2-[(4-hydroxytetrahydro-2H-pyran-4-yl)methyl]piperidine-1-carboxylate). As a reaction SMILES: [CH2:1]([N:3]1[C:11]2[C:6](=[CH:7][CH:8]=[CH:9][CH:10]=2)[C:5]([C:12]([OH:14])=O)=[N:4]1)[CH3:2].[NH2:15][C@H:16]1[CH2:21][N:20]([C:22]([O:24][C:25]([CH3:28])([CH3:27])[CH3:26])=[O:23])[C@@H:19]([CH2:29][C:30]2([OH:36])[CH2:35][CH2:34][O:33][CH2:32][CH2:31]2)[CH2:18][CH2:17]1>>[CH2:1]([N:3]1[C:11]2[C:6](=[CH:7][CH:8]=[CH:9][CH:10]=2)[C:5]([C:12]([NH:15][C@H:16]2[CH2:21][N:20]([C:22]([O:24][C:25]([CH3:27])([CH3:28])[CH3:26])=[O:23])[C@@H:19]([CH2:29][C:30]3([OH:36])[CH2:31][CH2:32][O:33][CH2:34][CH2:35]3)[CH2:18][CH2:17]2)=[O:14])=[N:4]1)[CH3:2]. Procedure: The title compound was prepared according to the procedure described in step 6 of Example 2 from 1-ethyl-1H-indazole-3-carboxylic acid (Chemical & Pharmaceutical Bulletin, 1995, 43, 1912-1930) and (+)-tert-butyl cis-5-amino-2-[(4-hydroxytetrahydro-2H-pyran-4-yl)methyl]piperidine-1-carboxylate (step 1 of Example 27).